Dataset: the Open Reaction Database (ORD), a public repository of structured organic reaction records. Task: describe an organic reaction: reactants, conditions, products, and yield The reactants are S(=O)(Cl)Cl (thionyl chloride), ClC1=CC=C(CN2CCN(CC2)CCCOC=2C=C(OC3=C(N=NN3CC3=CC=C(C=C3)OC)C(=O)O)C=CC2)C=C1 (5-{3-{3-[4-(4-Chlorobenzyl)-1-piperazinyl]propoxy}phenoxy}-1-(4-methoxybenzyl)-1,2,3-triazole-4-carboxylic acid), [Cl-].[Al+3].[Cl-].[Cl-] (aluminium chloride). The reagents and catalysts are CN(C=O)C (N,N-dimethylformamide). The solvent is ClCCl (dichloromethane). Reaction conditions: time 4 hour. Yields the product ClC1=CC=C(CN2CCN(CC2)CCCOC2=CC3=C(C(C4=C(N=NN4)O3)=O)C=C2)C=C1 (6-{3-[4-(4-chlorobenzyl)-1-piperazinyl]-propoxy}-9-oxo-1H,9H-benzopyrano[2,3-d]-1,2,3-triazole). Isolated yield 35.0%. RXN SMILES: [Cl:1][C:2]1[CH:42]=[CH:41][C:5]([CH2:6][N:7]2[CH2:12][CH2:11][N:10]([CH2:13][CH2:14][CH2:15][O:16][C:17]3[CH:18]=[C:19]([CH:38]=[CH:39][CH:40]=3)[O:20][C:21]3[N:25](CC4C=CC(OC)=CC=4)[N:24]=[N:23][C:22]=3[C:35](O)=[O:36])[CH2:9][CH2:8]2)=[CH:4][CH:3]=1.S(Cl)(Cl)=O.[Cl-].[Al+3].[Cl-].[Cl-]>ClCCl.CN(C)C=O>[Cl:1][C:2]1[CH:3]=[CH:4][C:5]([CH2:6][N:7]2[CH2:8][CH2:9][N:10]([CH2:13][CH2:14][CH2:15][O:16][C:17]3[CH:40]=[CH:39][C:38]4[C:35](=[O:36])[C:22]5[NH:23][N:24]=[N:25][C:21]=5[O:20][C:19]=4[CH:18]=3)[CH2:11][CH2:12]2)=[CH:41][CH:42]=1 |f:2.3.4.5|. Procedure details: The carboxylic acid from example 3 (10.0 g, 16.89 mmol) was dissolved in dry dichloromethane (450 ml) and thionyl chloride (2.742, 20.27 mmole) was added together with 10 drops of N,N-dimethylformamide. The mixture was refluxed with stirring for 4 hours under nitrogen and the solvent and excess thionyl chloride were removed in vacuo. Fresh dichloromethane (500 ml) was added and the freshly ground anhydrous aluminium chloride (7.88 g, 59.1 mmole, 3.5 equiv.) was added in three portions (over 20 m... The reactants are 5-{(1S, 2S)-2-[7-(2,6-dimethyl-phenyl)-3,3-dimethyl-2,3-dihydro-benzofuran-5-yl]-2-methyl-cyclopropyl}-3-methyl-penta-2E,4, [OH-].[Na+] (sodium hydroxide), C(C)OC(\C=C(\C=C\[C@H]1[C@@](C1)(C)C=1C=C(C2=C(C(CO2)(C)C)C1)C1=C(C=CC=C1C)C)/C)=O (5-{(1S,2S)-2-[7-(2,6-Dimethyl-phenyl)-3,3-dimethyl-2,3-dihydro-benzofuran-5-yl]-2-methyl-cyclopropyl}-3-methyl-penta-2E,4E-dienoic acid ethyl ester), C(C)O (ethanol). The solvent is CCCCCC (hexane). The product is CC1=C(C(=CC=C1)C)C1=CC(=CC=2C(COC21)(C)C)[C@@]2([C@@H](C2)/C=C/C(=C/C(=O)O)/C)C (5-{(1 S 2S)-2-[7-(2,6-Dimethyl-phenyl)-3,3-dimethyl-2,3-dihydro-benzofuran-5-yl]-2-methyl-cyclopropyl}-3-methyl-penta-2E,4E-dienoic acid). As a reaction SMILES: C([O:3][C:4](=[O:33])/[CH:5]=[C:6](\[CH3:32])/[CH:7]=[CH:8]/[C@@H:9]1[CH2:11][C@@:10]1([C:13]1[CH:14]=[C:15]([C:24]2[C:29]([CH3:30])=[CH:28][CH:27]=[CH:26][C:25]=2[CH3:31])[C:16]2[O:20][CH2:19][C:18]([CH3:22])([CH3:21])[C:17]=2[CH:23]=1)[CH3:12])C.C(O)C.[OH-].[Na+]>CCCCCC>[CH3:30][C:29]1[CH:28]=[CH:27][CH:26]=[C:25]([CH3:31])[C:24]=1[C:15]1[C:16]2[O:20][CH2:19][C:18]([CH3:22])([CH3:21])[C:17]=2[CH:23]=[C:13]([C@@:10]2([CH3:12])[CH2:11][C@H:9]2/[CH:8]=[CH:7]/[C:6](/[CH3:32])=[CH:5]/[C:4]([OH:33])=[O:3])[CH:14]=1 |f:2.3|. Procedure: Following General Procedure H and using 5-{(1S, 2S)-2-[7-(2,6-dimethyl-phenyl)-3,3-dimethyl-2,3-dihydro-benzofuran-5-yl]-2-methyl-cyclopropyl}-3-methyl-penta-2E,4 Edienoic acid ethyl ester (Compound 23, 0.109 g, 0.24 mmol), ethanol (15 mL), and 5M aqueous sodium hydroxide (1 mL) followed by flash column chromatography using 25% in hexane as the eluent, and reverse phase HPLC, the title compound was obtained (0.049 g, 50%) as a white solid. Starting materials: S(O)(O)(=O)=O (sulfuric acid), 3-(thiazolidin-2'-yl)-4-hydroxy-phenyl sulfonic acid hydrochloride, S(=O)(Cl)Cl (thionyl chloride), C(C=1C(O)=CC=CC1)=O (salicylaldehyde). Product: S(=O)(=O)(O)C1=CC=C(C(C=O)=C1)O (5-sulfosalicylaldehyde). RXN SMILES: S(Cl)(Cl)=O.[CH:5](=[O:13])[C:6]1[C:7](=[CH:9][CH:10]=[CH:11][CH:12]=1)[OH:8].[S:14](=O)(=[O:17])([OH:16])[OH:15]>>[S:14]([C:11]1[CH:12]=[C:6]([CH:5]=[O:13])[C:7]([OH:8])=[CH:9][CH:10]=1)([OH:17])(=[O:16])=[O:15]. Procedure details: The 3-(thiazolidin-2'-yl)-4-hydroxy-phenyl sulfonic acid hydrochloride used as the starting material for reaction with the thionyl chloride is prepared without isolating intermediates by reacting the salicylaldehyde with fuming sulfuric acid (25-45% SO3) to give 5-sulfosalicylaldehyde. Usually, the fuming sulfuric acid is employed in a quantity sufficient to provide a slight excess of SO3 over equimolar amounts of the starting aldehyde. The reaction is exothermic, usually reaching a temperature ...